Dataset: the Open Reaction Database (ORD), a public repository of structured organic reaction records. Task: describe an organic reaction: reactants, conditions, products, and yield Reactants: C(C)(=O)O[C@@H]1[C@H]([C@@H](OC2(CC2)[C@H]1OC(C)=O)C1=CC(=C(C=C1)Cl)CC1=CC=C(C=C1)O)OC(C)=O (Acetic acid (5S,6S,7R,8S)-7,8-diacetoxy-5-[4-chloro-3-(4-hydroxy-benzyl)-phenyl]-4-oxa-spiro[2.5]oct-6-yl ester), [N+](=O)(O)[O-] (HNO3). The reagents and catalysts are [Br-].C(CCC)[N+](CCCC)(CCCC)CCCC (tetrabutyl ammonium bromide). Run in C(Cl)Cl (DCM), ClCCl (dichloromethane). Product: C(C)(=O)O[C@@H]1[C@H]([C@@H](OC2(CC2)[C@H]1OC(C)=O)C1=CC(=C(C=C1)Cl)CC1=CC(=C(C=C1)O)[N+](=O)[O-])OC(C)=O (acetic acid (5S,6S,7R,8S)-7,8-diacetoxy-5-[4-chloro-3-(4-hydroxy-3-nitro-benzyl)-phenyl]-4-oxa-spiro[2.5]oct-6-yl ester). Yield: 109.5%. Reaction SMILES: [C:1]([O:4][C@H:5]1[C@H:12]([O:13][C:14](=[O:16])[CH3:15])[C:9]2([CH2:11][CH2:10]2)[O:8][C@@H:7]([C:17]2[CH:22]=[CH:21][C:20]([Cl:23])=[C:19]([CH2:24][C:25]3[CH:30]=[CH:29][C:28]([OH:31])=[CH:27][CH:26]=3)[CH:18]=2)[C@@H:6]1[O:32][C:33](=[O:35])[CH3:34])(=[O:3])[CH3:2].[N+:36]([O-])([OH:38])=[O:37]>ClCCl.[Br-].C([N+](CCCC)(CCCC)CCCC)CCC>[C:1]([O:4][C@H:5]1[C@H:12]([O:13][C:14](=[O:16])[CH3:15])[C:9]2([CH2:10][CH2:11]2)[O:8][C@@H:7]([C:17]2[CH:22]=[CH:21][C:20]([Cl:23])=[C:19]([CH2:24][C:25]3[CH:26]=[CH:27][C:28]([OH:31])=[C:29]([N+:36]([O-:38])=[O:37])[CH:30]=3)[CH:18]=2)[C@@H:6]1[O:32][C:33](=[O:35])[CH3:34])(=[O:3])[CH3:2] |f:3.4|. Reported procedure: To a stirred solution of acetic acid (5S,6S,7R,8S)-7,8-diacetoxy-5-[4-chloro-3-(4-hydroxy-benzyl)-phenyl]-4-oxa-spiro[2.5]oct-6-yl ester (Example 5, 104 mg, 2 mmol) in dichloromethane (25 ml) was added HNO3 (6% aqueous solution, 5.6 ml, 3.8 mmol) in a drop wise fashion, followed by the addition of tetrabutyl ammonium bromide (100 mg). The reaction mixture was stirred at room temperature until the complete conversion. The reaction mixture was diluted with DCM, washed with water, brine, concentrat... Reactants: C1CCOC1, CC[N+](CC)(CC)S(=O)(=O)NC(=O)OC, CCOC(=O)c1nn2c(c1OCc1ccccc1)C(=O)N(C)CC2C(N)=O, [OH-]. Yields the product CCOC(=O)c1nn2c(c1OCc1ccccc1)C(=O)N(C)CC2C#N. As a reaction SMILES: [CH2:44]1[O:45][CH2:46][CH2:47][CH2:48]1.[CH3:29][O:30][C:31]([NH:32][S:33]([N+:34]([CH2:35][CH3:36])([CH2:37][CH3:38])[CH2:39][CH3:40])(=[O:41])=[O:42])=[O:43].[NH2:1][C:2](=[O:3])[CH:4]1[CH2:5][N:6]([CH3:27])[C:7](=[O:26])[c:8]2[n:9]1[n:10][c:11]([C:21](=[O:22])[O:23][CH2:24][CH3:25])[c:12]2[O:13][CH2:14][c:15]1[cH:16][cH:17][cH:18][cH:19][cH:20]1.[OH-:28]>>[N:1]#[C:2][CH:4]1[CH2:5][N:6]([CH3:27])[C:7](=[O:26])[c:8]2[n:9]1[n:10][c:11]([C:21](=[O:22])[O:23][CH2:24][CH3:25])[c:12]2[O:13][CH2:14][c:15]1[cH:16][cH:17][cH:18][cH:19][cH:20]1. The reactants are ClC(F)F (chlorodifluoromethane), FC1=C(C#N)C(=CC=C1)O (2-fluoro-6-hydroxybenzonitrile), COCCOC (ethylene glycol dimethyl ether), [OH-].[Na+] (NaOH). Run in O (water). Conditions: temperature 65 celsius, time 8 hour. Yields the product FC(OC1=C(C#N)C(=CC=C1)F)F (2-Difluoromethoxy-6-fluorobenzonitrile). As a reaction SMILES: [F:1][C:2]1[CH:9]=[CH:8][CH:7]=[C:6]([OH:10])[C:3]=1[C:4]#[N:5].COCCOC.[OH-].[Na+].Cl[CH:20]([F:22])[F:21]>O>[F:21][CH:20]([F:22])[O:10][C:6]1[CH:7]=[CH:8][CH:9]=[C:2]([F:1])[C:3]=1[C:4]#[N:5] |f:2.3|. Procedure details: 150 g (1.1 mol) of 2-fluoro-6-hydroxybenzonitrile were introduced into 2000 ml of ethylene glycol dimethyl ether. Then, 262.8 g (3.3 mol) of concentrated NaOH were added dropwise. The reaction mixture was heated to 65° C. and 95 g (1.1 mol) of chlorodifluoromethane were passed in. The mixture was stirred at 65° C. for one hour and at room temperature overnight. Then, the reaction mixture was stirred into 3 l of water, followed by extraction repeated three times with a total of 800 ml of methyl t... Starting materials: ClCCl, COc1cc2[nH]cc(C#N)c(=O)c2cc1OC, [K+], [K+], O=C([O-])[O-], O=P(Cl)(Cl)Cl. Product: COc1cc2ncc(C#N)c(Cl)c2cc1OC. RXN SMILES: [CH2:29]([Cl:30])[Cl:31].[CH3:1][O:2][c:3]1[cH:4][c:5]2[c:6](=[O:17])[c:7]([C:15]#[N:16])[cH:8][nH:9][c:10]2[cH:11][c:12]1[O:13][CH3:14].[K+:23].[K+:24].[O-:25][C:26]([O-:27])=[O:28].[P:18]([Cl:19])([Cl:20])([Cl:21])=[O:22]>>[CH3:1][O:2][c:3]1[cH:4][c:5]2[c:6]([Cl:20])[c:7]([C:15]#[N:16])[cH:8][n:9][c:10]2[cH:11][c:12]1[O:13][CH3:14].